This data is from the Open Reaction Database (ORD), a public repository of structured organic reaction records. The task is: describe an organic reaction: reactants, conditions, products, and yield The reactants are NCCOc1cccc2ncnc(Nc3ccc(OCc4ccccn4)c(Cl)c3)c12, O=C(O)CO. Product: O=C(CO)NCCOc1cccc2ncnc(Nc3ccc(OCc4ccccn4)c(Cl)c3)c12. Reaction SMILES: [NH2:6][CH2:7][CH2:8][O:9][c:10]1[c:11]2[c:12]([NH:20][c:21]3[cH:22][c:23]([Cl:35])[c:24]([O:27][CH2:28][c:29]4[n:30][cH:31][cH:32][cH:33][cH:34]4)[cH:25][cH:26]3)[n:13][cH:14][n:15][c:16]2[cH:17][cH:18][cH:19]1.[OH:1][CH2:2][C:3]([OH:4])=[O:5]>>[OH:1][CH2:2][C:3](=[O:5])[NH:6][CH2:7][CH2:8][O:9][c:10]1[c:11]2[c:12]([NH:20][c:21]3[cH:22][c:23]([Cl:35])[c:24]([O:27][CH2:28][c:29]4[n:30][cH:31][cH:32][cH:33][cH:34]4)[cH:25][cH:26]3)[n:13][cH:14][n:15][c:16]2[cH:17][cH:18][cH:19]1. Starting materials: O1C2CC=3C(=CC=C(C3CC21)OC(C)=O)OC(C)=O (6,7-epoxy-5,6,7,8-tetrahydro-1,4-diacetoxynaphthalene), COC1=C(C=CC=C1)N1CCNCC1 (1-(o-methoxyphenyl)piperazine). Run in C=1(C(=CC=CC1)C)C (xylene). Product: COC1=C(C=CC=C1)N1CCN(CC1)[C@H]1[C@@H](CC=2C(=CC=C(C2C1)O)O)O (trans-5,6,7,8-Tetrahydro-7-[4-(2-methoxyphenyl)-1-piperazinyl]-1,4,6-naphthalenetriol). Yield: 21.6%. Reaction SMILES: [O:1]1[CH:11]2[CH:2]1[CH2:3][C:4]1[C:5]([O:16]C(=O)C)=[CH:6][CH:7]=[C:8]([O:12]C(=O)C)[C:9]=1[CH2:10]2.[CH3:20][O:21][C:22]1[CH:27]=[CH:26][CH:25]=[CH:24][C:23]=1[N:28]1[CH2:33][CH2:32][NH:31][CH2:30][CH2:29]1>C1(C)C(C)=CC=CC=1>[CH3:20][O:21][C:22]1[CH:27]=[CH:26][CH:25]=[CH:24][C:23]=1[N:28]1[CH2:33][CH2:32][N:31]([C@@H:2]2[CH2:3][C:4]3[C:5]([OH:16])=[CH:6][CH:7]=[C:8]([OH:12])[C:9]=3[CH2:10][C@H:11]2[OH:1])[CH2:30][CH2:29]1. Reported procedure: A solution of 13.1 g of 6,7-epoxy-5,6,7,8-tetrahydro-1,4-diacetoxynaphthalene and 29.8 g of 1-(o-methoxyphenyl)piperazine in 200 ml of xylene is refluxed under nitrogen for 48 hours. The reaction mixture is then cooled, the crystalline precipitate filtered, washed with ether, and dried in vacuo to afford 10.55 g of crude crystalline product. Recrystallization of 7.50 g of this material from ethyl acetate/ethanol gives 4.0 g of the title compound, melting point 222°-224° C.